From a dataset of the Open Reaction Database (ORD), a public repository of structured organic reaction records. describe an organic reaction: reactants, conditions, products, and yield The reactants are FC1=C(C(=CC=C1F)NC=C(C(=O)OCC)C(=O)OCC)OCC(C)OS(=O)(=O)C1=CC=C(C=C1)C (2,3-Difluoro-6-(2,2-diethoxycarbonylethenyl)amino-[(2-p-toluenesulfonyloxypropyl)oxy]benzene), C(C)(=O)OCC (ethyl acetate), C([O-])([O-])=O.[K+].[K+] (potassium carbonate), C1COCCOCCOCCOCCOCCO1 (18-crown-6-ether). The solvent is O (water), CN(C=O)C (N,N-dimethylformamide), CN(C=O)C (DMF). Conditions: temperature 80 celsius. The product is FC1=C(C2=C(N(C(CO2)C)C=C(C(=O)OCC)C(=O)OCC)C=C1)F (Diethyl (7,8-difluoro-3-methyl-3,4-dihydro-2H-[1,4]benzoxazine-4-yl)methylenemalonate). RXN SMILES: [F:1][C:2]1[C:7]([F:8])=[CH:6][CH:5]=[C:4]([NH:9][CH:10]=[C:11]([C:17]([O:19][CH2:20][CH3:21])=[O:18])[C:12]([O:14][CH2:15][CH3:16])=[O:13])[C:3]=1[O:22][CH2:23][CH:24](OS(C1C=CC(C)=CC=1)(=O)=O)[CH3:25].C(=O)([O-])[O-].[K+].[K+].C1OCCOCCOCCOCCOCCOC1.C(OCC)(=O)C>CN(C)C=O.O>[F:8][C:7]1[CH:6]=[CH:5][C:4]2[N:9]([CH:10]=[C:11]([C:17]([O:19][CH2:20][CH3:21])=[O:18])[C:12]([O:14][CH2:15][CH3:16])=[O:13])[CH:24]([CH3:25])[CH2:23][O:22][C:3]=2[C:2]=1[F:1] |f:1.2.3|. Procedure details: To a solution of 791 mg of the compound obtained in Example 4 in 5 ml of anhydrous N,N-dimethylformamide (hereinafter abbreviated as DMF), 207 mg of potassium carbonate and a catalytic amount of 18-crown-6-ether were added, and the mixture was heated at 80° C. for 8.5 hours. To the mixture were added ethyl acetate and water. The mixture was shaken, and the organic layer was separated. The organic layer was washed with water and dried over anhydrous magnesium sulfate. The solvent was removed unde... The reactants are NC1=NC2=CC=C(C=C2CN1CCC)OC=1C=C(C(=O)O)C=CC1 (3-(2-amino-3-propyl-3,4-dihydro-quinazolin-6-yloxy)-benzoic acid), O=S(Cl)Cl (SOCl2). The solvent is C(Cl)Cl (DCM). Run at time 2 hour. Yields the product NC1=NC2=CC=C(C=C2CN1CCC)OC=1C=C(C(=O)Cl)C=CC1 (3-(2-Amino-3-propyl-3,4-dihydro-quinazolin-6-yloxy)-benzoyl chloride). RXN SMILES: [NH2:1][C:2]1[N:11]([CH2:12][CH2:13][CH3:14])[CH2:10][C:9]2[C:4](=[CH:5][CH:6]=[C:7]([O:15][C:16]3[CH:17]=[C:18]([CH:22]=[CH:23][CH:24]=3)[C:19](O)=[O:20])[CH:8]=2)[N:3]=1.O=S(Cl)[Cl:27]>C(Cl)Cl>[NH2:1][C:2]1[N:11]([CH2:12][CH2:13][CH3:14])[CH2:10][C:9]2[C:4](=[CH:5][CH:6]=[C:7]([O:15][C:16]3[CH:17]=[C:18]([CH:22]=[CH:23][CH:24]=3)[C:19]([Cl:27])=[O:20])[CH:8]=2)[N:3]=1. Procedure details: A mixture of 3-(2-amino-3-propyl-3,4-dihydro-quinazolin-6-yloxy)-benzoic acid (0.0009 mol) in SOCl2 (2 mL) and DCM (10 mL) was stirred for 2 hours at room temperature and then the solvent was evaporated. The obtained residue was stirred in toluene and the solvent was evaporated again to yield the title compound as a residue.